This data is from the Open Reaction Database (ORD), a public repository of structured organic reaction records. The task is: describe an organic reaction: reactants, conditions, products, and yield Starting materials: [Br-], C1COCCO1, COC(=O)c1nc(-c2ccc3c(c2)N(C(=O)OC(C)(C)C)CCC3)ccc1OS(=O)(=O)C(F)(F)F, CCCC[N+](CCCC)(CCCC)CCCC, CCOC(C)=O, [K+], [K+], O=C([O-])[O-], O, OB(O)c1ccccc1, Cl[Pd]Cl, c1ccc(P(c2ccccc2)c2ccccc2)cc1, c1ccc(P(c2ccccc2)c2ccccc2)cc1. Yields the product COC(=O)c1nc(-c2ccc3c(c2)N(C(=O)OC(C)(C)C)CCC3)ccc1-c1ccccc1. Reaction SMILES: [Br-:51].[CH2:69]1[O:70][CH2:71][CH2:72][O:73][CH2:74]1.[CH3:1][O:2][C:3](=[O:4])[c:5]1[c:6]([O:28][S:29]([C:30]([F:31])([F:32])[F:33])(=[O:34])=[O:35])[cH:7][cH:8][c:9](-[c:11]2[cH:12][cH:13][c:14]3[c:19]([cH:20]2)[N:18]([C:21](=[O:22])[O:23][C:24]([CH3:25])([CH3:26])[CH3:27])[CH2:17][CH2:16][CH2:15]3)[n:10]1.[CH3:52][CH2:53][CH2:54][CH2:55][N+:56]([CH2:57][CH2:58][CH2:59][CH3:60])([CH2:61][CH2:62][CH2:63][CH3:64])[CH2:65][CH2:66][CH2:67][CH3:68].[CH3:76][CH2:77][O:78][C:79]([CH3:80])=[O:81].[K+:45].[K+:46].[O-:47][C:48]([O-:49])=[O:50].[OH2:75].[OH:36][B:37]([OH:38])[c:39]1[cH:40][cH:41][cH:42][cH:43][cH:44]1.[Pd:82]([Cl:83])[Cl:84].[c:104]1([P:105]([c:106]2[cH:107][cH:108][cH:109][cH:110][cH:111]2)[c:112]2[cH:113][cH:114][cH:115][cH:116][cH:117]2)[cH:118][cH:119][cH:120][cH:121][cH:122]1.[c:85]1([P:86]([c:87]2[cH:88][cH:89][cH:90][cH:91][cH:92]2)[c:93]2[cH:94][cH:95][cH:96][cH:97][cH:98]2)[cH:99][cH:100][cH:101][cH:102][cH:103]1>>[CH3:1][O:2][C:3](=[O:4])[c:5]1[c:6](-[c:39]2[cH:40][cH:41][cH:42][cH:43][cH:44]2)[cH:7][cH:8][c:9](-[c:11]2[cH:12][cH:13][c:14]3[c:19]([cH:20]2)[N:18]([C:21](=[O:22])[O:23][C:24]([CH3:25])([CH3:26])[CH3:27])[CH2:17][CH2:16][CH2:15]3)[n:10]1. Starting materials: BrC1=NC=CC(=C1)C (2-bromo-4-methylpyridine), C(=O)C1=CC=C(C=C1)B(O)O (4-formylphenylboronic acid), aqueous solution, C([O-])([O-])=O.[Na+].[Na+] (sodium carbonate). The reagents and catalysts are [Pd].C1(=CC=CC=C1)P(C1=CC=CC=C1)C1=CC=CC=C1.C1(=CC=CC=C1)P(C1=CC=CC=C1)C1=CC=CC=C1.C1(=CC=CC=C1)P(C1=CC=CC=C1)C1=CC=CC=C1.C1(=CC=CC=C1)P(C1=CC=CC=C1)C1=CC=CC=C1 (tetrakis(triphenylphosphine)-palladium). The solvent is COCCOC (1,2-dimethoxyethane), C(C)(=O)OCC (ethyl acetate). Run at temperature 90 celsius, time 6 hour. Yields the product CC1=CC(=NC=C1)C1=CC=C(C=O)C=C1 (4-(4-methylpyridin-2-yl)benzaldehyde). Isolated yield 21.1%. Reaction SMILES: Br[C:2]1[CH:7]=[C:6]([CH3:8])[CH:5]=[CH:4][N:3]=1.[CH:9]([C:11]1[CH:16]=[CH:15][C:14](B(O)O)=[CH:13][CH:12]=1)=[O:10].C(=O)([O-])[O-].[Na+].[Na+]>COCCOC.C(OCC)(=O)C.[Pd].C1(P(C2C=CC=CC=2)C2C=CC=CC=2)C=CC=CC=1.C1(P(C2C=CC=CC=2)C2C=CC=CC=2)C=CC=CC=1.C1(P(C2C=CC=CC=2)C2C=CC=CC=2)C=CC=CC=1.C1(P(C2C=CC=CC=2)C2C=CC=CC=2)C=CC=CC=1>[CH3:8][C:6]1[CH:5]=[CH:4][N:3]=[C:2]([C:14]2[CH:15]=[CH:16][C:11]([CH:9]=[O:10])=[CH:12][CH:13]=2)[CH:7]=1 |f:2.3.4,7.8.9.10.11|. Procedure: To a suspension of 2-bromo-4-methylpyridine (2.0 g), 4-formylphenylboronic acid (2.27 g) and tetrakis(triphenylphosphine)-palladium (0.67 g) in 1,2-dimethoxyethane (40 ml) was added 2M aqueous solution of sodium carbonate (15.1 ml). The mixture was stirred at 90° C. for 6 hours under a nitrogen atmosphere, then cooled to room temperature and diluted with ethyl acetate. The organic layer was separated, washed with water and brine and dried over sodium sulfate. The solvent was evaporated under red... Reactants: FC(ON=C(C#N)C1=C(C=CC=C1)C)F (α-difluoromethoxyimino-o-tolylacetonitrile), C(C1=CC=CC=C1)(=O)OOC(C1=CC=CC=C1)=O (dibenzoyl peroxide), BrN1C(CCC1=O)=O (N-bromosuccinimide). Run in C(Cl)(Cl)(Cl)Cl (carbon tetrachloride). The product is BrCC1=C(C=CC=C1)C(C#N)=NOC(F)F (2-(2-bromomethylphenyl)-2-difluoromethoxyimino-acetonitrile). Reaction SMILES: [F:1][CH:2]([F:15])[O:3][N:4]=[C:5]([C:8]1[CH:13]=[CH:12][CH:11]=[CH:10][C:9]=1[CH3:14])[C:6]#[N:7].C(OOC(=O)C1C=CC=CC=1)(=O)C1C=CC=CC=1.[Br:34]N1C(=O)CCC1=O>C(Cl)(Cl)(Cl)Cl>[Br:34][CH2:14][C:9]1[CH:10]=[CH:11][CH:12]=[CH:13][C:8]=1[C:5](=[N:4][O:3][CH:2]([F:15])[F:1])[C:6]#[N:7]. Procedure details: A solution of 8.0 g of α-difluoromethoxyimino-o-tolylacetonitrile and 0.07 g of dibenzoyl peroxide in 50 ml of carbon tetrachloride is heated to reflux. With radiation from a lamp, 6.77 g of N-bromosuccinimide are added thereto in several small portions and the mixture is left to react for 0.5 hour. The reaction mixture is cooled to room temperature, the succinimide is filtered off and the residue is concentrated by evaporation. Chromatography on silica gel with hexane/ethyl acetate (15:1) yield... The reactants are C(C)(C)(C)NNC(C1=CC=CC=C1)=O (N'-t-butyl-N-benzoylhydrazine), C([O-])([O-])=O.[K+].[K+] (potassium carbonate), C(C)(=O)OCCBr (bromoethyl acetate). Run in CN(C=O)C (dimethylformamide), O (water), CCOCC (ether). Yields the product C(C1=CC=CC=C1)(=O)NN(CC(=O)OCC)C(C)(C)C (N-benzoyl-N'-t-butyl-N'-(ethoxycarbonyl)methylhydrazine). Isolated yield 9.4%. As a reaction SMILES: [C:1]([NH:5][NH:6][C:7](=[O:14])[C:8]1[CH:13]=[CH:12][CH:11]=[CH:10][CH:9]=1)([CH3:4])([CH3:3])[CH3:2].C(=O)([O-])[O-].[K+].[K+].[C:21]([O:24][CH2:25][CH2:26]Br)(=[O:23])[CH3:22]>CN(C)C=O.O.CCOCC>[C:7]([NH:6][N:5]([C:1]([CH3:4])([CH3:2])[CH3:3])[CH2:22][C:21]([O:24][CH2:25][CH3:26])=[O:23])(=[O:14])[C:8]1[CH:9]=[CH:10][CH:11]=[CH:12][CH:13]=1 |f:1.2.3|. Procedure: N'-t-butyl-N-benzoylhydrazine (2.0 g), powdered potassium carbonate (5 g) and bromoethyl acetate (1.6 g) were stirred in dimethylformamide (20 ml) at 60° C. for 14 hours. The reaction mixture was diluted with water and ether, and the organic layer was separated. The organic layer was washed several times with water, dried over magnesium sulfate and rotavapped to afford an oil. Chromatographic purification gave the pure oil product (0.25 g). The reactants are FC1(C(NC(C(C1)OC(C)=O)=O)=O)N1C(C2=CC=CC(=C2C1=O)[N+](=O)[O-])=O (3-fluoro-3-(4-nitro-1,3-dioxoisoindolin-2-yl)-2,6-dioxo-5-acetoxypiperidine). Reagents/catalysts: [Pd] (Pd/C). Solvent: CO (methanol). Yields the product NC1=C2C(N(C(C2=CC=C1)=O)C1(C(NC(C(C1)OC(C)=O)=O)=O)F)=O (3-(4-amino-1,3-dioxoisoindolin-2-yl)-3-fluoro-2,6-dioxo-5-acetoxypiperidine). As a reaction SMILES: [F:1][C:2]1([N:14]2[C:22](=[O:23])[C:21]3[C:16](=[CH:17][CH:18]=[CH:19][C:20]=3[N+:24]([O-])=O)[C:15]2=[O:27])[CH2:7][CH:6]([O:8][C:9](=[O:11])[CH3:10])[C:5](=[O:12])[NH:4][C:3]1=[O:13]>CO.[Pd]>[NH2:24][C:20]1[CH:19]=[CH:18][CH:17]=[C:16]2[C:21]=1[C:22](=[O:23])[N:14]([C:2]1([F:1])[CH2:7][CH:6]([O:8][C:9](=[O:11])[CH3:10])[C:5](=[O:12])[NH:4][C:3]1=[O:13])[C:15]2=[O:27]. Procedure details: A solution of 3-fluoro-3-(4-nitro-1,3-dioxoisoindolin-2-yl)-2,6-dioxo-5-acetoxypiperidine (1.0 g, 2.6 mmol) and Pd/C (10%, 0.1 g) in methanol (100 mL) is shaken under hydrogen (50–60 psi) for 3 hours. The suspension is filtered through a pad of Celite and washed with methanol to give 3-(4-amino-1,3-dioxoisoindolin-2-yl)-3-fluoro-2,6-dioxo-5-acetoxypiperidine which is further purified by column chromatography. Reactants: ClCCCCSC1=CC=CC=2N1C=C(N2)C (5-(4-chlorobutylthio)-2-methylimidazo[1,2-a]pyridine), S1C(NC(C1)=O)=O (thiazolidine-2,4-dione), C1CCC2=NCCCN2CC1 (1,8-diazabicyclo[5.4.0]-7-undecene). Yields the product CC=1N=C2N(C(=CC=C2)SCCCCN2C(SCC2=O)=O)C1 (3-[4-(2-methylimidazo[1,2-a]pyridin-5-ylthio)butyl]thiazolidine-2,4-dione). RXN SMILES: Cl[CH2:2][CH2:3][CH2:4][CH2:5][S:6][C:7]1[N:12]2[CH:13]=[C:14]([CH3:16])[N:15]=[C:11]2[CH:10]=[CH:9][CH:8]=1.[S:17]1[CH2:21][C:20](=[O:22])[NH:19][C:18]1=[O:23].C1CCN2C(=NCCC2)CC1>>[CH3:16][C:14]1[N:15]=[C:11]2[CH:10]=[CH:9][CH:8]=[C:7]([S:6][CH2:5][CH2:4][CH2:3][CH2:2][N:19]3[C:20](=[O:22])[CH2:21][S:17][C:18]3=[O:23])[N:12]2[CH:13]=1. Procedure details: Using 0.76 g (3.0 mmol) of 5-(4-chlorobutylthio)-2-methylimidazo[1,2-a]pyridine, 0.35 g (3.0 mmol) of thiazolidine-2,4-dione and 0.45 ml (3.0 mmol) of 1,8-diazabicyclo[5.4.0]-7-undecene, the same procedure as in Reference Example 2 was followed, to yield 0.78 g (77.7%, light yellow oily substance) of the desired product. The reactants are 1-benzyl-4-((2-aminomethyl)phenylamino)piperidine, ClC(=O)OC1=CC=C(C=C1)[N+](=O)[O-] (4-nitrophenyl chloroformate), CCN(C(C)C)C(C)C (DIEA), CN(C)C=O (DMF). Run at time 24 hour. Product: C(C1=CC=CC=C1)N1CCC(CC1)N1C(NCC2=CC=CC=C12)=O (1-(1-benzyl-4-piperidinyl)-3,4-dihydroquinazolin-2(1H)-one). Isolated yield 50.0%. Reaction SMILES: ClC(O[C:5]1[CH:10]=[CH:9][C:8]([N+:11]([O-])=O)=[CH:7][CH:6]=1)=O.[CH3:14][CH2:15][N:16]([CH:20]([CH3:22])C)[CH:17]([CH3:19])C.[CH3:23][N:24]([CH:26]=[O:27])[CH3:25]>>[CH2:20]([N:16]1[CH2:15][CH2:14][CH:23]([N:24]2[C:25]3[C:9](=[CH:10][CH:5]=[CH:6][CH:7]=3)[CH2:8][NH:11][C:26]2=[O:27])[CH2:19][CH2:17]1)[C:22]1[CH:9]=[CH:10][CH:5]=[CH:6][CH:7]=1. Procedure details: To a solution of 1-benzyl-4-((2-aminomethyl)phenylamino)piperidine (1.74 g, 5.90 mmol) from Step C in dry DMF (50 mL) was added 4-nitrophenyl chloroformate (1.25 g, 6.20 mmol) and DIEA (3.08 mL, 17.7 mmol). After the reaction had been stirred at ambient temperature for 24 h, the solvent was removed under reduced pressure. The residue was dissolved in DCM (100 mL) and washed with saturated aqueous NaHCO3 (4×50 mL), dried (MgSO4), and filtered. The solution was concetrated and the precipitate whic...